The task is: describe an organic reaction: reactants, conditions, products, and yield. This data is from the Open Reaction Database (ORD), a public repository of structured organic reaction records. Reactants: CC(=O)Cl, CN(C(=O)c1ccc(N2CCOCC2)cc1)C1CCNCC1c1ccc(Cl)c(Cl)c1, Cl. Product: CC(=O)N1CCC(N(C)C(=O)c2ccc(N3CCOCC3)cc2)C(c2ccc(Cl)c(Cl)c2)C1. As a reaction SMILES: [CH3:32][C:33]([Cl:34])=[O:35].[Cl:2][c:3]1[cH:4][c:5]([CH:10]2[CH2:11][NH:12][CH2:13][CH2:14][CH:15]2[N:16]([C:17]([c:18]2[cH:19][cH:20][c:21]([N:24]3[CH2:25][CH2:26][O:27][CH2:28][CH2:29]3)[cH:22][cH:23]2)=[O:30])[CH3:31])[cH:6][cH:7][c:8]1[Cl:9].[ClH:1]>>[Cl:2][c:3]1[cH:4][c:5]([CH:10]2[CH2:11][N:12]([C:33]([CH3:32])=[O:35])[CH2:13][CH2:14][CH:15]2[N:16]([C:17]([c:18]2[cH:19][cH:20][c:21]([N:24]3[CH2:25][CH2:26][O:27][CH2:28][CH2:29]3)[cH:22][cH:23]2)=[O:30])[CH3:31])[cH:6][cH:7][c:8]1[Cl:9]. The reactants are BrC=1N=NC(=CC1CC(C(=O)OC(C)(C)C)=C)C1=CC=CC=C1 (tert-Butyl 2-((3-bromo-6-phenylpyridazin-4-yl)methyl)acrylate), C(C1=CC=CC=C1)N (benzylamine). Solvent: C(C)(C)O (isopropanol). Run at temperature 65 celsius, time 15 hour. Product: C(C1=CC=CC=C1)N1CC(CC2=C1N=NC(=C2)C2=CC=CC=C2)C(=O)OC(C)(C)C (tert-butyl 8-benzyl-3-phenyl-5,6,7,8-tetrahydropyrido[2,3-c]pyridazine-6-carboxylate). Reaction SMILES: Br[C:2]1[N:3]=[N:4][C:5]([C:18]2[CH:23]=[CH:22][CH:21]=[CH:20][CH:19]=2)=[CH:6][C:7]=1[CH2:8][C:9](=[CH2:17])[C:10]([O:12][C:13]([CH3:16])([CH3:15])[CH3:14])=[O:11].[CH2:24]([NH2:31])[C:25]1[CH:30]=[CH:29][CH:28]=[CH:27][CH:26]=1>C(O)(C)C>[CH2:24]([N:31]1[C:2]2[N:3]=[N:4][C:5]([C:18]3[CH:23]=[CH:22][CH:21]=[CH:20][CH:19]=3)=[CH:6][C:7]=2[CH2:8][CH:9]([C:10]([O:12][C:13]([CH3:16])([CH3:15])[CH3:14])=[O:11])[CH2:17]1)[C:25]1[CH:30]=[CH:29][CH:28]=[CH:27][CH:26]=1. Procedure details: To a stirred solution of compound 5E, (0.140 g, 0.37 mmol) in 1.5 mL of isopropanol at room temperature under argon was added (in one portion) benzylamine (0.055 mL, 0.50 mmol). After 15 h, the reaction mixture was heated to 65° C. for 4 h and then to 85° C. for 15 h. The reaction mixture was then cooled to room temperature and the solvent removed at reduced pressure. The residue was dissolved in EtOAc and washed once with saturated sodium bicarbonate solution. The organic extract was dried over... Reactants: FC=1C=C(C=C(C1)F)CC(=O)N[C@@H](C)C(=O)O (N-(3,5-Difluorophenylacetyl)-L-alanine), NC1C(N(C(C2=CC=CC=C12)C1=CC=CC=C1)C)=O (4-amino-2-methyl-1-phenyl-1,2,3,4-tetrahydroisoquinoline-3-one). Yields the product FC=1C=C(C=C(C1)F)CC(=O)N[C@@H](C)C(=O)NC1C(N(C(C2=CC=CC=C12)C1=CC=CC=C1)C)=O (4-(N′-(3,5-Difluorophenylacetyl)-L-alaninyl)amino-2-methyl-1-phenyl-1,2,3,4-tetrahydroisoquinolin-3-one). RXN SMILES: [F:1][C:2]1[CH:3]=[C:4]([CH2:9][C:10]([NH:12][C@H:13]([C:15]([OH:17])=O)[CH3:14])=[O:11])[CH:5]=[C:6]([F:8])[CH:7]=1.[NH2:18][CH:19]1[C:28]2[C:23](=[CH:24][CH:25]=[CH:26][CH:27]=2)[CH:22]([C:29]2[CH:34]=[CH:33][CH:32]=[CH:31][CH:30]=2)[N:21]([CH3:35])[C:20]1=[O:36]>>[F:8][C:6]1[CH:5]=[C:4]([CH2:9][C:10]([NH:12][C@H:13]([C:15]([NH:18][CH:19]2[C:28]3[C:23](=[CH:24][CH:25]=[CH:26][CH:27]=3)[CH:22]([C:29]3[CH:30]=[CH:31][CH:32]=[CH:33][CH:34]=3)[N:21]([CH3:35])[C:20]2=[O:36])=[O:17])[CH3:14])=[O:11])[CH:3]=[C:2]([F:1])[CH:7]=1. Procedure: Following General Procedure D above using N-(3,5-difluorophenylacetyl)-1H-alanine (Example B) and 4-amino-2-methyl-1-phenyl-1,2,3,4-tetrahydroisoquinoline-3-one (General Procedure 5-D), the title compound was prepared as a solid having a melting point of 115° C. Yields the product CC(O)c1ccccc1C#N. Reaction SMILES: [Br-:1].[C:4](#[N:5])[c:6]1[c:7]([CH:8]=[O:9])[cH:10][cH:11][cH:12][cH:13]1.[CH3:2][Mg+:3].[O:15]1[CH2:16][CH2:17][CH2:18][CH2:19]1.[OH2:14]>>[CH3:2][CH:8]([c:7]1[c:6]([C:4]#[N:5])[cH:13][cH:12][cH:11][cH:10]1)[OH:9]. Starting materials: [Br-], N#Cc1ccccc1C=O, C[Mg+], C1CCOC1, O. Reactants: O=C1CC2=C(N1)SC(=C2)C(=O)N (5,6-Dihydro-5-oxo-4H-thieno[2,3-b]pyrrole-2-carboxamide), ice water, C1(=CC=CC=C1)C1=NNC=C1C=O (3-Phenyl-1H-pyrazole-4-carboxaldehyde). Run in N1CCCCC1 (piperidine), CC(C)O (2-propanol). Run at temperature 75 celsius. Product: O=C1\C(\C2=C(N1)SC(=C2)C(=O)N)=C/C=2C(=NNC2)C2=CC=CC=C2 ((Z)-5,6-dihydro-5-oxo-4-[(3-phenyl-1H-pyrazol-4-yl)methylene]-4H-thieno[2,3-b]pyrrole-2-carboxamide). The yield is 45.5%. Reaction SMILES: [O:1]=[C:2]1[NH:6][C:5]2[S:7][C:8]([C:10]([NH2:12])=[O:11])=[CH:9][C:4]=2[CH2:3]1.[C:13]1([C:19]2[C:23]([CH:24]=O)=[CH:22][NH:21][N:20]=2)[CH:18]=[CH:17][CH:16]=[CH:15][CH:14]=1>N1CCCCC1.CC(O)C>[O:1]=[C:2]1[NH:6][C:5]2[S:7][C:8]([C:10]([NH2:12])=[O:11])=[CH:9][C:4]=2/[C:3]/1=[CH:24]/[C:23]1[C:19]([C:13]2[CH:14]=[CH:15][CH:16]=[CH:17][CH:18]=2)=[N:20][NH:21][CH:22]=1. Procedure: 5,6-Dihydro-5-oxo-4H-thieno[2,3-b]pyrrole-2-carboxamide (30 mg, 0.17 mmol) was dissolved in a solution of 1% piperidine in 2-propanol (2 ml). 3-Phenyl-1H-pyrazole-4-carboxaldehyde (0.18 mmol, 31 mg) was added in one portion and the mixture heated at 75° C. for 1 hour. The reaction mixture was poured into an ice/water mixture (2 ml) and the precipitated solid was collected by filtration and washed with water to give 26 mg of (Z)-5,6-dihydro-5-oxo-4-[(3-phenyl-1H-pyrazol-4-yl)methylene]-4H-thieno[... RXN SMILES: [CH3:123][OH:124].[CH3:19][c:20]1[cH:21][c:22]([B:27]([OH:28])[OH:29])[cH:23][c:24]([CH3:26])[cH:25]1.[CH3:1][N:2]1[C:3](=[O:18])[CH2:4][CH2:5][C:6]2([CH3:17])[c:7]3[c:8]([cH:12][c:13]([Br:16])[cH:14][cH:15]3)[CH2:9][CH2:10][CH:11]12.[CH3:36][c:37]1[cH:38][cH:39][cH:40][cH:41][cH:42]1.[Cl:43][CH2:44][Cl:45].[Na+:30].[Na+:31].[O-:32][C:33](=[O:34])[O-:35].[Pd:46].[c:104]1([P:105]([c:106]2[cH:107][cH:108][cH:109][cH:110][cH:111]2)[c:112]2[cH:113][cH:114][cH:115][cH:116][cH:117]2)[cH:118][cH:119][cH:120][cH:121][cH:122]1.[c:47]1([P:48]([c:49]2[cH:50][cH:51][cH:52][cH:53][cH:54]2)[c:55]2[cH:56][cH:57][cH:58][cH:59][cH:60]2)[cH:61][cH:62][cH:63][cH:64][cH:65]1.[c:66]1([P:67]([c:68]2[cH:69][cH:70][cH:71][cH:72][cH:73]2)[c:74]2[cH:75][cH:76][cH:77][cH:78][cH:79]2)[cH:80][cH:81][cH:82][cH:83][cH:84]1.[c:85]1([P:86]([c:87]2[cH:88][cH:89][cH:90][cH:91][cH:92]2)[c:93]2[cH:94][cH:95][cH:96][cH:97][cH:98]2)[cH:99][cH:100][cH:101][cH:102][cH:103]1>>[CH3:1][N:2]1[C:3](=[O:18])[CH2:4][CH2:5][C:6]2([CH3:17])[c:7]3[c:8]([cH:12][c:13](-[c:22]4[cH:21][c:20]([CH3:19])[cH:25][c:24]([CH3:26])[cH:23]4)[cH:14][cH:15]3)[CH2:9][CH2:10][CH:11]12. Product: Cc1cc(C)cc(-c2ccc3c(c2)CCC2N(C)C(=O)CCC32C)c1. Reactants: CO, Cc1cc(C)cc(B(O)O)c1, CN1C(=O)CCC2(C)c3ccc(Br)cc3CCC12, Cc1ccccc1, ClCCl, [Na+], [Na+], O=C([O-])[O-], [Pd], c1ccc(P(c2ccccc2)c2ccccc2)cc1, c1ccc(P(c2ccccc2)c2ccccc2)cc1, c1ccc(P(c2ccccc2)c2ccccc2)cc1, c1ccc(P(c2ccccc2)c2ccccc2)cc1. Reactants: CCc1nc(N)nc(N)c1N1CCN(Cc2ccccc2)CC1, CC(=O)O, [H][H]. The product is CCc1nc(N)nc(N)c1N1CCNCC1. RXN SMILES: [CH2:1]([CH3:2])[c:3]1[c:4]([N:11]2[CH2:12][CH2:13][N:14]([CH2:17][c:18]3[cH:19][cH:20][cH:21][cH:22][cH:23]3)[CH2:15][CH2:16]2)[c:5]([NH2:10])[n:6][c:7]([NH2:9])[n:8]1.[CH3:26][C:27](=[O:28])[OH:29].[H:24][H:25]>>[CH2:1]([CH3:2])[c:3]1[c:4]([N:11]2[CH2:12][CH2:13][NH:14][CH2:15][CH2:16]2)[c:5]([NH2:10])[n:6][c:7]([NH2:9])[n:8]1. Starting materials: COC(CN(C1=CC(=CC(=C1)OCCCCCCCCCCCCCCCCCC)[N+](=O)[O-])CC(=O)OC)=O (N-(2-methoxy-2-oxoethyl)-N-[3-nitro-5-(octadecyloxy) phenyl]glycine methylester), [OH-].[Na+] (NaOH), O (water). Solvent: CO (methanol), O1CCOCC1 (dioxane). Product: C(=O)(O)CN(CC(=O)O)C1=CC(=CC(=C1)OCCCCCCCCCCCCCCCCCC)[N+](=O)[O-] (N -(carboxymethyl)-N-[3-nitro-5-(octadecyloxy)phenyl]glycine). The yield is 80.9%. RXN SMILES: C[O:2][C:3](=[O:39])[CH2:4][N:5]([CH2:34][C:35]([O:37]C)=[O:36])[C:6]1[CH:11]=[C:10]([O:12][CH2:13][CH2:14][CH2:15][CH2:16][CH2:17][CH2:18][CH2:19][CH2:20][CH2:21][CH2:22][CH2:23][CH2:24][CH2:25][CH2:26][CH2:27][CH2:28][CH2:29][CH3:30])[CH:9]=[C:8]([N+:31]([O-:33])=[O:32])[CH:7]=1.[OH-].[Na+].O>CO.O1CCOCC1>[C:3]([CH2:4][N:5]([C:6]1[CH:11]=[C:10]([O:12][CH2:13][CH2:14][CH2:15][CH2:16][CH2:17][CH2:18][CH2:19][CH2:20][CH2:21][CH2:22][CH2:23][CH2:24][CH2:25][CH2:26][CH2:27][CH2:28][CH2:29][CH3:30])[CH:9]=[C:8]([N+:31]([O-:33])=[O:32])[CH:7]=1)[CH2:34][C:35]([OH:37])=[O:36])([OH:39])=[O:2] |f:1.2|. Procedure details: A solution of 1.44 g (2.6 mmol) of N-(2-methoxy-2-oxoethyl)-N-[3-nitro-5-(octadecyloxy) phenyl]glycine methylester and 15 ml of 1N NaOH in 65 ml of methanol, 10 ml of dioxane and 20 mlof water was stirred reflux for 5 hours. The solvents were removed at reduced pressure and the residue was dissolved in 400 ml of hot water. After cooling to room temperature, 6N HCl was added to acidify and the resultant precipitate was filtered. Purification by chromatography on 40 gof silica gel using 20% methan... The reactants are C(C)(C)(C)OC(=O)N1CCC(CC1)OC1=C(C(=O)OC)C=CC(=C1)C(C)(C)C (methyl 2-(1-tert-butoxycarbonylpiperidin-4-yloxy)-4-tert-butylbenzoate), LiOH monohydrate. The solvent is O (water), O (water), C1CCOC1 (THF). Reaction conditions: temperature 50 celsius, time 16 hour. Product: C(C)(C)(C)OC(=O)N1CCC(CC1)OC1=C(C(=O)O)C=CC(=C1)C(C)(C)C (2-(1-tert-Butoxycarbonylpiperidin-4-yloxy)-4-tert-butylbenzoic acid). The yield is 91.2%. As a reaction SMILES: [C:1]([O:5][C:6]([N:8]1[CH2:13][CH2:12][CH:11]([O:14][C:15]2[CH:24]=[C:23]([C:25]([CH3:28])([CH3:27])[CH3:26])[CH:22]=[CH:21][C:16]=2[C:17]([O:19]C)=[O:18])[CH2:10][CH2:9]1)=[O:7])([CH3:4])([CH3:3])[CH3:2]>C1COCC1.O>[C:1]([O:5][C:6]([N:8]1[CH2:13][CH2:12][CH:11]([O:14][C:15]2[CH:24]=[C:23]([C:25]([CH3:28])([CH3:27])[CH3:26])[CH:22]=[CH:21][C:16]=2[C:17]([OH:19])=[O:18])[CH2:10][CH2:9]1)=[O:7])([CH3:4])([CH3:3])[CH3:2]. Procedure details: In a 50 ml RBF was suspended methyl 2-(1-tert-butoxycarbonylpiperidin-4-yloxy)-4-tert-butylbenzoate (2.4 g, 6.1 mmol) in 25 ml of 3:1 THF:water to give a light emulsion, then was added solid LiOH monohydrate (567 mg, 13.5 mmol), the flask was fitted with a reflux condenser, and the mixture was heated at 50° C. with stirring for 16 h. The mixture was diluted with 75 ml water and washed twice with diethyl ether. The aqueous layer was acidified to about pH 2 with 1 N NaHSO4, and the resulting slurr... Reactants: C1(=CC=CC=C1)CC(=O)O[C@H]1CN2CCC1CC2 ((R)-3-quinuclidinyl 2-phenylacetate), [H-].[Na+] (sodium hydride), N1=C(C=CC=C1)CCl (2-picolyl chloride). Solvent: CN(C=O)C (dimethylformamide). Product: C1(=CC=CC=C1)C(C(=O)O[C@H]1CN2CCC1CC2)CC2=NC=CC=C2 ((R)-3-Quinuclidinyl (RS)-2-phenyl-3-(pyridin-2-yl)propanoate). The yield is 35.9%. As a reaction SMILES: [C:1]1([CH2:7][C:8]([O:10][C@@H:11]2[CH:16]3[CH2:17][CH2:18][N:13]([CH2:14][CH2:15]3)[CH2:12]2)=[O:9])[CH:6]=[CH:5][CH:4]=[CH:3][CH:2]=1.[H-].[Na+].[N:21]1[CH:26]=[CH:25][CH:24]=[CH:23][C:22]=1[CH2:27]Cl>CN(C)C=O>[C:1]1([CH:7]([CH2:27][C:22]2[CH:23]=[CH:24][CH:25]=[CH:26][N:21]=2)[C:8]([O:10][C@@H:11]2[CH:16]3[CH2:17][CH2:18][N:13]([CH2:14][CH2:15]3)[CH2:12]2)=[O:9])[CH:6]=[CH:5][CH:4]=[CH:3][CH:2]=1 |f:1.2|. Procedure: A mixture of (R)-3-quinuclidinyl 2-phenylacetate (see Preparation 9) 1.23 g) and sodium hydride (165 mg of an 80% dispersion in oil) in dimethylformamide (10 ml) was stirred for 1/4 hour, treated with 2-picolyl chloride (0.64 g), stirred for 24 hours then partitioned between ethyl acetate and 10% aqueous potassium carbonate. The organic layer was dried over magnesium sulphate and the residue, after evaporation, was purified by chromatography on silica gel by gradient elution using chloroform plu...